The task is: describe an organic reaction: reactants, conditions, products, and yield. This data is from the Open Reaction Database (ORD), a public repository of structured organic reaction records. The reactants are F[B-](F)(F)F, CCN(C(C)C)C(C)C, COc1ccc(-c2nocc2C(=O)O)cc1, Cc1ccc(C2(O)CCNC2)cn1, Cl, Cl, CN(C)C=O, CN(C)C(On1nnc2ccccc21)=[N+](C)C. The product is COc1ccc(-c2nocc2C(=O)N2CCC(O)(c3ccc(C)nc3)C2)cc1. Reaction SMILES: [B-:26]([F:27])([F:28])([F:29])[F:30].[CH2:17]([N:18]([CH:19]([CH3:20])[CH3:21])[CH:22]([CH3:23])[CH3:24])[CH3:25].[CH3:1][O:2][c:3]1[cH:4][cH:5][c:6](-[c:9]2[n:10][o:11][cH:12][c:13]2[C:14](=[O:15])[OH:16])[cH:7][cH:8]1.[CH3:50][c:51]1[cH:52][cH:53][c:54]([C:57]2([OH:62])[CH2:58][NH:59][CH2:60][CH2:61]2)[cH:55][n:56]1.[ClH:48].[ClH:49].[O:63]=[CH:64][N:65]([CH3:66])[CH3:67].[n:31]1([O:32][C:33]([N:34]([CH3:35])[CH3:36])=[N+:37]([CH3:38])[CH3:39])[c:40]2[cH:41][cH:42][cH:43][cH:44][c:45]2[n:46][n:47]1>>[CH3:1][O:2][c:3]1[cH:4][cH:5][c:6](-[c:9]2[n:10][o:11][cH:12][c:13]2[C:14](=[O:16])[N:59]2[CH2:58][C:57]([c:54]3[cH:53][cH:52][c:51]([CH3:50])[n:56][cH:55]3)([OH:62])[CH2:61][CH2:60]2)[cH:7][cH:8]1. The reactants are O=C(Cl)C(Br)CC1CCCC1, CN1CCOCC1, C1CCOC1, Nc1cnccn1. As a reaction SMILES: [Br:1][CH:2]([C:3](=[O:4])[Cl:5])[CH2:6][CH:7]1[CH2:8][CH2:9][CH2:10][CH2:11]1.[CH3:12][N:13]1[CH2:14][CH2:15][O:16][CH2:17][CH2:18]1.[O:26]1[CH2:27][CH2:28][CH2:29][CH2:30]1.[n:19]1[c:20]([NH2:25])[cH:21][n:22][cH:23][cH:24]1>>[Br:1][CH:2]([C:3](=[O:4])[NH:25][c:20]1[n:19][cH:24][cH:23][n:22][cH:21]1)[CH2:6][CH:7]1[CH2:8][CH2:9][CH2:10][CH2:11]1. The product is O=C(Nc1cnccn1)C(Br)CC1CCCC1. Starting materials: NC=1SC2=C(N=C(N=C2N[C@@H](CO)C)S)N1 ((2R)-2-[(2-Amino-5-mercaptothiazolo[4,5-d]pyrimidin-7-yl)amino]-1-propanol), Cl.ClCC=1N=C(SC1)C (4-chloromethyl-2-methylthiazole hydrochloride), CCN(C(C)C)C(C)C (Hunig's base). Solvent: CS(=O)C (DMSO), CN1CCCC1=O (NMP). Run at time 1 hour. Product: NC=1SC2=C(N=C(N=C2N[C@@H](CO)C)SCC=2N=C(SC2)C)N1 ((2R)-2-[[2-Amino-5-[[(2-methyl-4-thiazolyl)methyl]thio]thiazolo[4,5-d]pyrimidin-7-yl]amino]-1-propanol). Yield: 36.2%. As a reaction SMILES: [NH2:1][C:2]1[S:3][C:4]2[C:9]([NH:10][C@H:11]([CH3:14])[CH2:12][OH:13])=[N:8][C:7]([SH:15])=[N:6][C:5]=2[N:16]=1.Cl.Cl[CH2:19][C:20]1[N:21]=[C:22]([CH3:25])[S:23][CH:24]=1.CCN(C(C)C)C(C)C>CS(C)=O.CN1C(=O)CCC1>[NH2:1][C:2]1[S:3][C:4]2[C:9]([NH:10][C@H:11]([CH3:14])[CH2:12][OH:13])=[N:8][C:7]([S:15][CH2:19][C:20]3[N:21]=[C:22]([CH3:25])[S:23][CH:24]=3)=[N:6][C:5]=2[N:16]=1 |f:1.2|. Reported procedure: A stirred solution of the product of step (b) (0.05 g) in DMSO (4 ml) was treated with a solution of 4-chloromethyl-2-methylthiazole hydrochloride (0.029 g) and Hunig's base (0.025 g) in NMP (0.5 ml) and stirred for 1 hour. The solution was purified by reverse phase preparative HPLC on Nova-pak® C18 column, using 10 to 60% acetonitrile in 0.1% aqueous ammonium acetate at 50 ml/min over 10 min to give the titled compound (0.021 g) Reactants: C(C)(C)NC(C)C (diisopropylamine), C(CCC)[Li] (n-butyllithium), FC1=CC=C(C=O)C=C1 (4-fluorobenzaldehyde), BrC=1C=C(C=NC1)CC(=O)O (2-(5-bromopyridin-3-yl)acetic acid). Solvent: O1CCCC1 (tetrahydrofuran). Run at temperature -30 celsius, time 5 minute. The product is BrC=1C=C(C=NC1)[C@@H](C(=O)O)[C@H](O)C1=CC=C(C=C1)F ((±)-(2R,3S)-2-(5-Bromopyridin-3-yl)-3-(4-fluorophenyl)-3-hydroxypropanoic acid). As a reaction SMILES: C(NC(C)C)(C)C.C([Li])CCC.[Br:13][C:14]1[CH:15]=[C:16]([CH2:20][C:21]([OH:23])=[O:22])[CH:17]=[N:18][CH:19]=1.[F:24][C:25]1[CH:32]=[CH:31][C:28]([CH:29]=[O:30])=[CH:27][CH:26]=1>O1CCCC1>[Br:13][C:14]1[CH:15]=[C:16]([C@H:20]([C@@H:29]([C:28]2[CH:31]=[CH:32][C:25]([F:24])=[CH:26][CH:27]=2)[OH:30])[C:21]([OH:23])=[O:22])[CH:17]=[N:18][CH:19]=1. Procedure details: To a solution of diisopropylamine (8.98 mL, 63 mmol) in tetrahedrofuran (22.5 mL) in 1 L flask at −78° C. was added n-butyllithium (25.2 mL, 2.5M in hexane, 63.0 mmol) dropwise. The reaction was allowed to gradually warm in the bath to −30° C., and held there for 5 minutes. It was re-cooled to −78° C. and treated with solid 2-(5-bromopyridin-3-yl)acetic acid (6.80 g, 31.5 mmol) and tetahydrofuran (78 mL). The ice bath was removed and stirring continued for 1.5 h. The reaction was again cooled to... Reactants: C1CCOC1, COc1cc2ncnc(Sc3cccc(N)c3)c2cc1OC, CCN(C(C)C)C(C)C, CC(CF)(CF)c1cc(NC(=O)Oc2ccccc2)n(-c2ccccc2)n1. Product: COc1cc2ncnc(Sc3cccc(NC(=O)Nc4cc(C(C)(CF)CF)nn4-c4ccccc4)c3)c2cc1OC. As a reaction SMILES: [CH2:59]1[O:60][CH2:61][CH2:62][CH2:63]1.[CH3:28][O:29][c:30]1[cH:31][c:32]2[c:33]([S:42][c:43]3[cH:44][c:45]([NH2:46])[cH:47][cH:48][cH:49]3)[n:34][cH:35][n:36][c:37]2[cH:38][c:39]1[O:40][CH3:41].[CH:50]([N:51]([CH2:52][CH3:53])[CH:54]([CH3:55])[CH3:56])([CH3:57])[CH3:58].[F:1][CH2:2][C:3]([CH2:4][F:5])([CH3:6])[c:7]1[n:8][n:9](-[c:22]2[cH:23][cH:24][cH:25][cH:26][cH:27]2)[c:10]([NH:12][C:13]([O:14][c:15]2[cH:16][cH:17][cH:18][cH:19][cH:20]2)=[O:21])[cH:11]1>>[F:1][CH2:2][C:3]([CH2:4][F:5])([CH3:6])[c:7]1[n:8][n:9](-[c:22]2[cH:23][cH:24][cH:25][cH:26][cH:27]2)[c:10]([NH:12][C:13](=[O:21])[NH:46][c:45]2[cH:44][c:43]([S:42][c:33]3[c:32]4[cH:31][c:30]([O:29][CH3:28])[c:39]([O:40][CH3:41])[cH:38][c:37]4[n:36][cH:35][n:34]3)[cH:49][cH:48][cH:47]2)[cH:11]1. The reactants are C[C@H]1[C@@H](C1)C(=O)OCC1=CC=CC=C1 (benzyl (R,R)-2-methylcyclopropanecarboxylate), N#N (N2), COC1=CC=C(C=C1)C1=NSC(=C1)N (3-(4-methoxyphenyl)isothiazol-5-ylamine), C[Al](C)C (trimethylaluminum). The solvent is ClCCl (dichloromethane), ClCCl (dichloromethane), CC(C)(C)OC (MTBE). Run at temperature 2.5 celsius, time 5 minute. Product: COC1=CC=C(C=C1)C1=NSC(=C1)NC(=O)[C@H]1[C@@H](C1)C ((R,R)—N-[3-(4-methoxyphenyl)isothiazol-5-yl]-2-methyl-cyclopropanecarboxamide). The yield is 74.5%. Reaction SMILES: [CH3:1][O:2][C:3]1[CH:8]=[CH:7][C:6]([C:9]2[CH:13]=[C:12]([NH2:14])[S:11][N:10]=2)=[CH:5][CH:4]=1.C[Al](C)C.[CH3:19][C@@H:20]1[CH2:22][C@H:21]1[C:23](OCC1C=CC=CC=1)=[O:24].N#N>ClCCl.CC(OC)(C)C>[CH3:1][O:2][C:3]1[CH:4]=[CH:5][C:6]([C:9]2[CH:13]=[C:12]([NH:14][C:23]([C@@H:21]3[CH2:22][C@H:20]3[CH3:19])=[O:24])[S:11][N:10]=2)=[CH:7][CH:8]=1. Procedure details: To a stirred suspension of 3-(4-methoxyphenyl)isothiazol-5-ylamine (5.0 g, 24.3 mmol) in anhydrous dichloromethane (230 mL), cooled to 0-5° C., is added trimethylaluminum (2.0 M in toluene, 12.1 mL, 24.2 mmol) by syringe. The solution is stirred 5 min, and benzyl (R,R)-2-methylcyclopropanecarboxylate (4.6 g, 24.21 mmol) is added with the aid of anhydrous dichloromethane (10 mL). The mixture is then warmed to 40-45° C. with N2 flow (needle bleed valve) to slowly remove solvent. After 2 h, most of... The reactants are CN(C(OC1=CC(=CC=C1)NC(=O)C1(CCNCC1)CC=1N=CNC1)=O)C (3-(4-((1H-imidazol-4-yl)methyl)piperidine-4-carboxamido)phenyl dimethylcarbamate), ClC=1C2=C(N=CN1)NC=C2C (4-chloro-5-methyl-7H-pyrrolo[2,3-d]pyrimidine), C(C)(C)N(C(C)C)CC (N,N-diisopropylethylamine). Run in C(C)(C)O (isopropanol). Reaction conditions: temperature 100 celsius. Yields the product CN(C(OC1=CC(=CC=C1)NC(=O)C1(CCN(CC1)C=1C2=C(N=CN1)NC=C2C)CC=2N=CNC2)=O)C (3-(4-((1H-imidazol-4-yl)methyl)-1-(5-methyl-7H-pyrrolo[2,3-d]pyrimidin-4-yl)piperidine-4-carboxamido)phenyl dimethylcarbamate). Yield: 42.0%. RXN SMILES: [CH3:1][N:2]([CH3:27])[C:3](=[O:26])[O:4][C:5]1[CH:10]=[CH:9][CH:8]=[C:7]([NH:11][C:12]([C:14]2([CH2:20][C:21]3[N:22]=[CH:23][NH:24][CH:25]=3)[CH2:19][CH2:18][NH:17][CH2:16][CH2:15]2)=[O:13])[CH:6]=1.Cl[C:29]1[C:30]2[C:37]([CH3:38])=[CH:36][NH:35][C:31]=2[N:32]=[CH:33][N:34]=1.C(N(CC)C(C)C)(C)C>C(O)(C)C>[CH3:27][N:2]([CH3:1])[C:3](=[O:26])[O:4][C:5]1[CH:10]=[CH:9][CH:8]=[C:7]([NH:11][C:12]([C:14]2([CH2:20][C:21]3[N:22]=[CH:23][NH:24][CH:25]=3)[CH2:19][CH2:18][N:17]([C:29]3[C:30]4[C:37]([CH3:38])=[CH:36][NH:35][C:31]=4[N:32]=[CH:33][N:34]=3)[CH2:16][CH2:15]2)=[O:13])[CH:6]=1. Reported procedure: 3-(4-((1H-imidazol-4-yl)methyl)piperidine-4-carboxamido)phenyl dimethylcarbamate from step D (10 mg, 0.027 mmol), 4-chloro-5-methyl-7H-pyrrolo[2,3-d]pyrimidine (5 mg, 0.03 mmol), and N,N-diisopropylethylamine (23 μL, 0.135 mmol) were combined in isopropanol (0.5 mL). The resulting mixture was heated at 100° C. in a sealed pressure tube for 24 hours. The reaction mixture was cooled and concentrated under vacuum. The residue was purified by prep HPLC (10-95% MeOH:H2O with 0.1% HCOOH), then treated... The reactants are 6-Chloro-2,3-dihydro-1,3-dioxo-2-[2-[N-methyl-N-(phenylmethyl)]ethyl]-1H-isoindole-5-sulfonamide, C(CCCC)O (amyl alcohol), ClC=1C=C2C(C(=O)NC2=O)=CC1S(N)(=O)=O (4-chloro-5-sulfamoylphthalimide), 2-[N-methyl-N-(phenylmethyl)]ethylamine. The product is O=C1NC(C2=CC=CC=C12)=O (1,3-dioxoisoindole). Isolated yield 57.0%. As a reaction SMILES: Cl[C:2]1[CH:3]=[C:4]2[C:9](=[O:10])[NH:8][C:6](=[O:7])[C:5]2=[CH:11][C:12]=1S(=O)(=O)N.C(O)CCCC>>[O:7]=[C:6]1[C:5]2[C:4](=[CH:3][CH:2]=[CH:12][CH:11]=2)[C:9](=[O:10])[NH:8]1. Procedure: 6-Chloro-2,3-dihydro-1,3-dioxo-2-[2-[N-methyl-N-(phenylmethyl)]ethyl]-1H-isoindole-5-sulfonamide. Reaction of 4-chloro-5-sulfamoylphthalimide (9.5 g., 0.0365 mole) and 2-[N-methyl-N-(phenylmethyl)]ethylamine (6.0 g., 0.0365 mole) in 200 ml. of amyl alcohol at reflux temperature for a 24 hr. period under nitrogen according to the procedure of Example 1(a) afforded a 57% yield of the 1,3-dioxoisoindole intermediate, m.p. 182°-187° C. Starting materials: COC(CC1=CC(=CC=C1)OC1=C(C=C(C=C1)C(F)(F)F)CNC1[C@H](C2=CC=CC=C2C1)O)=O ((3-{2-[((S)-1-hydroxy-indan-2-ylamino)-methyl]-4-trifluoromethyl-phenoxy}-phenyl)-acetic acid methyl ester), C(=O)(Cl)Cl (phosgene). Yields the product COC(CC1=CC(=CC=C1)OC1=C(C=C(C=C1)C(F)(F)F)CN1C(OC2C1CC1=CC=CC=C12)=O)=O ({3-[2-(2-Oxo-4,8b-dihydro-3aH-indeno[2,1-d]oxazol-3-ylmethyl)-4-trifluoromethyl-phenoxy]-phenyl}-acetic acid methyl ester). Reaction SMILES: [CH3:1][O:2][C:3](=[O:34])[CH2:4][C:5]1[CH:10]=[CH:9][CH:8]=[C:7]([O:11][C:12]2[CH:17]=[CH:16][C:15]([C:18]([F:21])([F:20])[F:19])=[CH:14][C:13]=2[CH2:22][NH:23][CH:24]2[CH2:32][C:31]3[C:26](=[CH:27][CH:28]=[CH:29][CH:30]=3)[C@@H:25]2[OH:33])[CH:6]=1.[C:35](Cl)(Cl)=[O:36]>>[CH3:1][O:2][C:3](=[O:34])[CH2:4][C:5]1[CH:10]=[CH:9][CH:8]=[C:7]([O:11][C:12]2[CH:17]=[CH:16][C:15]([C:18]([F:21])([F:19])[F:20])=[CH:14][C:13]=2[CH2:22][N:23]2[CH:24]3[CH2:32][C:31]4[C:26]([CH:25]3[O:33][C:35]2=[O:36])=[CH:27][CH:28]=[CH:29][CH:30]=4)[CH:6]=1. Procedure: Prepared according to the procedure described in Example 45, Step 4, using the following starting materials: (3-{2-[((S)-1-hydroxy-indan-2-ylamino)-methyl]-4-trifluoromethyl-phenoxy}-phenyl)-acetic acid methyl ester and phosgene (1.9M in toluene).